Dataset: the Open Reaction Database (ORD), a public repository of structured organic reaction records. Task: describe an organic reaction: reactants, conditions, products, and yield Starting materials: C(C1=CC=CC=C1)OC1=C(CCl)C=CC(=C1)OCC1=CC=CC=C1 (2,4-dibenzyloxybenzyl chloride), [C-]#N.[Na+] (sodium cyanide). Yields the product C(C1=CC=CC=C1)OC1=C(C=CC(=C1)OCC1=CC=CC=C1)CC#N (2,4-dibenzyloxyphenyl acetonitrile). Reaction SMILES: [CH2:1]([O:8][C:9]1[CH:16]=[C:15]([O:17][CH2:18][C:19]2[CH:24]=[CH:23][CH:22]=[CH:21][CH:20]=2)[CH:14]=[CH:13][C:10]=1[CH2:11]Cl)[C:2]1[CH:7]=[CH:6][CH:5]=[CH:4][CH:3]=1.[C-:25]#[N:26].[Na+]>>[CH2:1]([O:8][C:9]1[CH:16]=[C:15]([O:17][CH2:18][C:19]2[CH:24]=[CH:23][CH:22]=[CH:21][CH:20]=2)[CH:14]=[CH:13][C:10]=1[CH2:11][C:25]#[N:26])[C:2]1[CH:7]=[CH:6][CH:5]=[CH:4][CH:3]=1 |f:1.2|. Reported procedure: That is, 2,4-dihydroxybenzaldehyde [IV] is benzylated with benzyl chloride to produce 2,4-dibenzyloxybenzaldehyde [V], then [V] is reduced with sodium borohydride to produce 2,4-dibenzyloxybenzyl alcohol [VI] and then, [VI] is chlorinated with thionyl chloride to produce 2,4-dibenzyloxybenzyl chloride [VII]. Then, [VII] is allowed to react with sodium cyanide to obtain 2,4-dibenzyloxyphenyl acetonitrile [VIII], thereafter [VIII] is hydrolyzed with an alkali to produce 2,4-dibenzyloxyphenylacetic... The reactants are Cl.NC(C(=O)O)CC1C(NC2=CC=CC=C12)=O (2-amino-3-(oxindol-3-yl)propionic acid hydrochloride), C1(CCCCC1)N=C=NC1CCCCC1 (dicyclohexylcarbodiimide), ClC1=CC=C(C(=O)O)C=C1 (p-chlorobenzoic acid), CCOCC (ether). The solvent is O1CCOCC1 (dioxane), C(Cl)(Cl)Cl (chloroform). Conditions: time 5 hour. Product: ClC1=CC=C(C(=O)NC(C(=O)O)CC2C(NC3=CC=CC=C23)=O)C=C1 (2-(4-chlorobenzoylamino)-3-(oxindol-3-yl)propionic acid). As a reaction SMILES: Cl.[NH2:2][CH:3]([CH2:7][CH:8]1[C:16]2[C:11](=[CH:12][CH:13]=[CH:14][CH:15]=2)[NH:10][C:9]1=[O:17])[C:4]([OH:6])=[O:5].C1(N=C=NC2CCCCC2)CCCCC1.[Cl:33][C:34]1[CH:42]=[CH:41][C:37]([C:38](O)=[O:39])=[CH:36][CH:35]=1.CCOCC>O1CCOCC1.C(Cl)(Cl)Cl>[Cl:33][C:34]1[CH:42]=[CH:41][C:37]([C:38]([NH:2][CH:3]([CH2:7][CH:8]2[C:16]3[C:11](=[CH:12][CH:13]=[CH:14][CH:15]=3)[NH:10][C:9]2=[O:17])[C:4]([OH:6])=[O:5])=[O:39])=[CH:36][CH:35]=1 |f:0.1|. Procedure details: 1.14 Grams of 2-amino-3-(oxindol-3-yl)propionic acid hydrochloride prepared in Reference Example 1, 1.3 g of dicyclohexylcarbodiimide (DCC) and 1.0 g of p-chlorobenzoic acid were suspended in 10 ml of dioxane, then the suspension was stirred at 60°-70° C. for 5 hours. After the reaction was completed, the solvent was removed by evaporation, to the residue thus obtained was added ether, and the crystals formed were removed by filtration. The filtrate obtained was concentrated, then the residue th... The reactants are C(CCC)[Li] (n-butyllithium), solution, COC=1C=C(C=CC1)OC1OCCCC1 (tetrahydropyran-2-yl 3-methoxyphenyl ether), BrCCBr (1,2-dibromoethane). Solvent: Cl (hydrochloric acid). Run at time 2.5 hour. Product: BrC1=C(C=CC=C1OC)O (2-bromo-3-methoxyphenol). The yield is 30.0%. RXN SMILES: C([Li])CCC.[CH3:6][O:7][C:8]1[CH:9]=[C:10]([O:14]C2CCCCO2)[CH:11]=[CH:12][CH:13]=1.[Br:21]CCBr>Cl>[Br:21][C:9]1[C:8]([O:7][CH3:6])=[CH:13][CH:12]=[CH:11][C:10]=1[OH:14]. Procedure: 33 mL (52.8 mmol) n-butyllithium (1.6 M in hexane) were added dropwise to a solution 10 gm (48.1 mMol) tetrahydropyran-2-yl 3-methoxyphenyl ether in 100 mL tetrahydrofura over 15 minutes. After stirring for 2.5 hours at room temperature, the reaction mixture was cooled to 0° C. and then 4.6 mL (53.2 mMol) 1,2-dibromoethane were added dropwise. The reaction mixture was then allowed to stir at room temperature for about 14 hours. The reaction mixture was then diluted with 50 mL 1 N hydrochloric ac... Reactants: C1CCOC1, CC1(C)Oc2ccc([N+](=O)[O-])cc2NC1=O, CO, Cl. Yields the product CC1(C)CNc2cc([N+](=O)[O-])ccc2O1. RXN SMILES: [CH2:18]1[O:19][CH2:20][CH2:21][CH2:22]1.[CH3:1][C:2]1([CH3:16])[O:3][c:4]2[c:5]([cH:9][c:10]([N+:13](=[O:14])[O-:15])[cH:11][cH:12]2)[NH:6][C:7]1=[O:8].[CH3:23][OH:24].[ClH:17]>>[CH3:1][C:2]1([CH3:16])[O:3][c:4]2[c:5]([cH:9][c:10]([N+:13](=[O:14])[O-:15])[cH:11][cH:12]2)[NH:6][CH2:7]1. Starting materials: C(C1=CC=CC=C1)OC(=O)N1CCC(=CC1)C(C[C@@H]1[C@H](C(N1)=O)[C@@H](C)O)=O ((3S,4R)-4-[2-(1-benzyloxycarbonyl-1,2,3,6-tetrahydropyridine-4-yl)-2-oxoethyl]-3-[(1R)-1-hydroxyethyl]-2-oxoazetidine), C[Si](C)(C)Cl (trimethylsilyl chloride), C(C(=O)Cl)(=O)Cl (oxalyl chloride), [N+](=O)([O-])C1=CC=C(CO)C=C1 (4-nitrobenzyl alcohol). Solvent: O (water), C(C)(=O)OCC (ethyl acetate), ClCCl (dichloromethane), N1=CC=CC=C1 (pyridine), ClCCl (dichloromethane). Reaction conditions: time 1 hour. Product: C(C1=CC=CC=C1)OC(=O)N1CCC(=CC1)C(C[C@@H]1[C@H](C(N1C(C(=O)OCC1=CC=C(C=C1)[N+](=O)[O-])=O)=O)[C@@H](C)O[Si](C)(C)C)=O (4-nitrobenzyl 2-[(3S,4R)-4-{ 2-(1-benzyloxycarbonyl-1,2,3,6-tetrahydropyridin-4-yl)-2-oxoethyl}-3-{(1R)-1-trimethylsilyloxyethyl}-2-oxoazetidin-1-yl]-2-oxoacetate). RXN SMILES: [CH2:1]([O:8][C:9]([N:11]1[CH2:16][CH:15]=[C:14]([C:17](=[O:27])[CH2:18][C@H:19]2[NH:22][C:21](=[O:23])[C@@H:20]2[C@H:24]([OH:26])[CH3:25])[CH2:13][CH2:12]1)=[O:10])[C:2]1[CH:7]=[CH:6][CH:5]=[CH:4][CH:3]=1.[CH3:28][Si:29](Cl)([CH3:31])[CH3:30].[C:33](Cl)(=[O:37])[C:34](Cl)=[O:35].[N+:39]([C:42]1[CH:49]=[CH:48][C:45]([CH2:46][OH:47])=[CH:44][CH:43]=1)([O-:41])=[O:40]>ClCCl.O.C(OCC)(=O)C.N1C=CC=CC=1>[CH2:1]([O:8][C:9]([N:11]1[CH2:12][CH:13]=[C:14]([C:17](=[O:27])[CH2:18][C@H:19]2[N:22]([C:33](=[O:37])[C:34]([O:47][CH2:46][C:45]3[CH:44]=[CH:43][C:42]([N+:39]([O-:41])=[O:40])=[CH:49][CH:48]=3)=[O:35])[C:21](=[O:23])[C@@H:20]2[C@H:24]([O:26][Si:29]([CH3:31])([CH3:30])[CH3:28])[CH3:25])[CH2:15][CH2:16]1)=[O:10])[C:2]1[CH:3]=[CH:4][CH:5]=[CH:6][CH:7]=1. Procedure: To a solution of (3S,4R)-4-[2-(1-benzyloxycarbonyl-1,2,3,6-tetrahydropyridine-4-yl)-2-oxoethyl]-3-[(1R)-1-hydroxyethyl]-2-oxoazetidine (3.59 g) and pyridine (3.9 ml in dichloromethane (3.5 ml) was added dropwise trimethylsilyl chloride (1.42 ml) at -70° C. under nitrogen atmosphere and the mixture was stirred for 1 hour. To this solution was added dropwise at -70° C. a reaction mixture of oxalyl chloride (1.26 ml) and 4-nitrobenzyl alcohol (2.3 g) in dichloromethane (10 ml) at 0° C., which solut... Reactants: C(C)(=O)O[C@@H]1[C@H]([C@@H]([C@H]([C@@H]([C@H]1C1=CC(=C(C=C1)Cl)CC1=CC=C(C=C1)CC)OC(C)=O)COC(C)=O)OC(C)=O)OC(C)=O ((1S,2R,3R,4S,5R,6R)-4-(acetoxymethyl)-6-(4-chloro-3-(4-ethylbenzyl)phenyl)cyclohexane-1,2,3,5-tetrayl tetraacetate), K2Cr2O7, C(C)(=O)O (acetic acid). The solvent is O (water). Conditions: temperature 125 celsius, time 22 hour. Product: C(C)(=O)O[C@@H]1[C@H]([C@@H]([C@H]([C@@H]([C@H]1C1=CC(=C(C=C1)Cl)CC1=CC=C(C=C1)C(C)=O)OC(C)=O)COC(C)=O)OC(C)=O)OC(C)=O ((1S,2R,3R,4S,5R,6R)-4-(acetoxymethyl)-6-(3-(4-acetylbenzyl)-4-chlorophenyl)cyclohexane-1,2,3,5-tetrayl tetraacetate). As a reaction SMILES: [C:1]([O:4][C@H:5]1[C@H:10]([C:11]2[CH:16]=[CH:15][C:14]([Cl:17])=[C:13]([CH2:18][C:19]3[CH:24]=[CH:23][C:22]([CH2:25][CH3:26])=[CH:21][CH:20]=3)[CH:12]=2)[C@@H:9]([O:27][C:28](=[O:30])[CH3:29])[C@H:8]([CH2:31][O:32][C:33](=[O:35])[CH3:34])[C@@H:7]([O:36][C:37](=[O:39])[CH3:38])[C@@H:6]1[O:40][C:41](=[O:43])[CH3:42])(=[O:3])[CH3:2].C(O)(=[O:46])C>O>[C:1]([O:4][C@H:5]1[C@H:10]([C:11]2[CH:16]=[CH:15][C:14]([Cl:17])=[C:13]([CH2:18][C:19]3[CH:20]=[CH:21][C:22]([C:25](=[O:46])[CH3:26])=[CH:23][CH:24]=3)[CH:12]=2)[C@@H:9]([O:27][C:28](=[O:30])[CH3:29])[C@H:8]([CH2:31][O:32][C:33](=[O:35])[CH3:34])[C@@H:7]([O:36][C:37](=[O:39])[CH3:38])[C@@H:6]1[O:40][C:41](=[O:43])[CH3:42])(=[O:3])[CH3:2]. Procedure details: To a vigorously stirred solution of (1S,2R,3R,4S,5R,6R)-4-(acetoxymethyl)-6-(4-chloro-3-(4-ethylbenzyl)phenyl)cyclohexane-1,2,3,5-tetrayl tetraacetate (19) (300 mg, 48.7 μmol) in acetic acid (5 mL) was added K2Cr2O7 (172 mg, 0.58 mmol) and the mixture was stirred for 22 hours at 125° C. The mixture was cooled to room temperature, diluted with water (20 mL) and extracted with ethyl acetate (3×20 mL). The combined organic extracts were washed with saturated NaHCO3 (3×10 mL) and then with brine (20... Reactants: OC(C)(C)C=1N=C(N(C1C(=O)OCC)CC1=CC=C(C=C1)C1=C(C=CC=C1)C1=NN=NN1C(C1=CC=CC=C1)(C1=CC=CC=C1)C1=CC=CC=C1)CCC (ethyl 4-(1-hydroxy-1-methylethyl)-2-propyl-1-{4-[2-(trityltetrazol-5-yl)phenyl]phenyl}methylimidazole-5-carboxylate), O.[OH-].[Li+] (lithium hydroxide monohydrate), C(=O)=O (dry ice). The solvent is O1CCOCC1 (dioxane), O (water). Conditions: time 20 hour. The product is OC(C)(C)C=1N=C(N(C1C(=O)[O-])CC1=CC=C(C=C1)C1=C(C=CC=C1)C1=NN=NN1C(C1=CC=CC=C1)(C1=CC=CC=C1)C1=CC=CC=C1)CCC.[Li+] (lithium 4-(1-hydroxy-1-methylethyl)-2-propyl-1-{4-[2-(trityltetrazol-5-yl)phenyl]phenyl}methylimidazole-5-carboxylate). RXN SMILES: O.[OH-].[Li+:3].[OH:4][C:5]([C:8]1[N:9]=[C:10]([CH2:55][CH2:56][CH3:57])[N:11]([CH2:18][C:19]2[CH:24]=[CH:23][C:22]([C:25]3[CH:30]=[CH:29][CH:28]=[CH:27][C:26]=3[C:31]3[N:35]([C:36]([C:49]4[CH:54]=[CH:53][CH:52]=[CH:51][CH:50]=4)([C:43]4[CH:48]=[CH:47][CH:46]=[CH:45][CH:44]=4)[C:37]4[CH:42]=[CH:41][CH:40]=[CH:39][CH:38]=4)[N:34]=[N:33][N:32]=3)=[CH:21][CH:20]=2)[C:12]=1[C:13]([O:15]CC)=[O:14])([CH3:7])[CH3:6].C(=O)=O>O.O1CCOCC1>[OH:4][C:5]([C:8]1[N:9]=[C:10]([CH2:55][CH2:56][CH3:57])[N:11]([CH2:18][C:19]2[CH:20]=[CH:21][C:22]([C:25]3[CH:30]=[CH:29][CH:28]=[CH:27][C:26]=3[C:31]3[N:35]([C:36]([C:49]4[CH:54]=[CH:53][CH:52]=[CH:51][CH:50]=4)([C:43]4[CH:44]=[CH:45][CH:46]=[CH:47][CH:48]=4)[C:37]4[CH:38]=[CH:39][CH:40]=[CH:41][CH:42]=4)[N:34]=[N:33][N:32]=3)=[CH:23][CH:24]=2)[C:12]=1[C:13]([O-:15])=[O:14])([CH3:6])[CH3:7].[Li+:3] |f:0.1.2,7.8|. Procedure: A solution of 2.65 g of lithium hydroxide monohydrate in 158 ml of water was added, whilst ice-cooling, to a solution of 30 g of ethyl 4-(1-hydroxy-1-methylethyl)-2-propyl-1-{4-[2-(trityltetrazol-5-yl)phenyl]phenyl}methylimidazole-5-carboxylate [prepared as described in Example 18(a)] in 344 ml of dioxane, and the resulting mixture was stirred at 5°-10° C. for 20 hours. At the end of this time, small pieces of dry ice were added to the mixture, which was then concentrated by evaporation under re... The reactants are CCc1nc2c(cnn2CC)c(NC2CCOCC2)c1CNC(=O)CCCC(=O)OC, CO, Cl, [Li+], [OH-], O, O. The product is CCc1nc2c(cnn2CC)c(NC2CCOCC2)c1CNC(=O)CCCC(=O)O. RXN SMILES: [CH2:1]([CH3:2])[n:3]1[n:4][cH:5][c:6]2[c:7]1[n:8][c:9]([CH2:30][CH3:31])[c:10]([CH2:19][NH:20][C:21]([CH2:22][CH2:23][CH2:24][C:25](=[O:26])[O:27][CH3:28])=[O:29])[c:11]2[NH:12][CH:13]1[CH2:14][CH2:15][O:16][CH2:17][CH2:18]1.[CH3:36][OH:37].[ClH:35].[Li+:33].[OH-:32].[OH2:34].[OH2:38]>>[CH2:1]([CH3:2])[n:3]1[n:4][cH:5][c:6]2[c:7]1[n:8][c:9]([CH2:30][CH3:31])[c:10]([CH2:19][NH:20][C:21]([CH2:22][CH2:23][CH2:24][C:25](=[O:26])[OH:27])=[O:29])[c:11]2[NH:12][CH:13]1[CH2:14][CH2:15][O:16][CH2:17][CH2:18]1. Starting materials: C(CCCCCCC)C1=NOC(=N1)C1=CC=C(C=O)C=C1 (4-(3-octyl-1,2,4-oxadiazol-5-yl)benzaldehyde), FC1=C(C=CC=C1)CCN (2-(2-fluorophenyl)ethylamine). The product is FC1=C(C=CC=C1)CCNCC1=CC=C(C=C1)C1=NC(=NO1)CCCCCCCC (N-[2-(2-fluorophenyl)ethyl]-N-[4-(3-octyl-1,2,4-oxadiazol-5-yl)benzyl]amine). As a reaction SMILES: [CH2:1]([C:9]1[N:13]=[C:12]([C:14]2[CH:21]=[CH:20][C:17]([CH:18]=O)=[CH:16][CH:15]=2)[O:11][N:10]=1)[CH2:2][CH2:3][CH2:4][CH2:5][CH2:6][CH2:7][CH3:8].[F:22][C:23]1[CH:28]=[CH:27][CH:26]=[CH:25][C:24]=1[CH2:29][CH2:30][NH2:31]>>[F:22][C:23]1[CH:28]=[CH:27][CH:26]=[CH:25][C:24]=1[CH2:29][CH2:30][NH:31][CH2:18][C:17]1[CH:20]=[CH:21][C:14]([C:12]2[O:11][N:10]=[C:9]([CH2:1][CH2:2][CH2:3][CH2:4][CH2:5][CH2:6][CH2:7][CH3:8])[N:13]=2)=[CH:15][CH:16]=1. Procedure: The same procedure as employed in the preparation of Example 357 (step a) but using 4-(3-octyl-1,2,4-oxadiazol-5-yl)benzaldehyde and 2-(2-fluorophenyl)ethylamine gave the title compound as an oil.